This data is from the Open Reaction Database (ORD), a public repository of structured organic reaction records. The task is: describe an organic reaction: reactants, conditions, products, and yield As a reaction SMILES: [C:1]([C:3]1[O:4][C:5]2[CH:13]=[C:12]([OH:14])[CH:11]=[CH:10][C:6]=2[C:7](=[O:9])[CH:8]=1)#[N:2].Cl[CH2:16][C:17]1[CH:18]=[C:19]([CH:32]=[CH:33][CH:34]=1)[O:20][CH2:21][C:22]1[CH:31]=[CH:30][C:29]2[C:24](=[CH:25][CH:26]=[CH:27][CH:28]=2)[N:23]=1.[OH-].[Na+]>CS(C)=O>[C:1]([C:3]1[O:4][C:5]2[CH:13]=[C:12]([O:14][CH2:16][C:17]3[CH:34]=[CH:33][CH:32]=[C:19]([O:20][CH2:21][C:22]4[CH:31]=[CH:30][C:29]5[C:24](=[CH:25][CH:26]=[CH:27][CH:28]=5)[N:23]=4)[CH:18]=3)[CH:11]=[CH:10][C:6]=2[C:7](=[O:9])[CH:8]=1)#[N:2] |f:2.3|. Procedure: To 2-cyano-7-hydroxy-4-oxo-4H-1-benzopyran (11.87 mmoles) and 2-((3-chloromethylphenoxy)methyl)quinoline (11.87 mmoles) in dimethylsulfoxide (20 ml) is added powdered sodium hydroxide (0.475g). After one week the reaction mixture is poured into ice water and the resulting precipitate collected and purified by HPLC to give 2-cyano-7-(3-(quinolin-2-ylmethoxy)benzyloxy)-4-oxo-4H-1-benzopyran which is used directly in the next step. Solvent: CS(=O)C (dimethylsulfoxide). Yields the product C(#N)C=1OC2=C(C(C1)=O)C=CC(=C2)OCC2=CC(=CC=C2)OCC2=NC1=CC=CC=C1C=C2 (2-cyano-7-(3-(quinolin-2-ylmethoxy)benzyloxy)-4-oxo-4H-1-benzopyran). The reactants are ice water, C(#N)C=1OC2=C(C(C1)=O)C=CC(=C2)O (2-cyano-7-hydroxy-4-oxo-4H-1-benzopyran), ClCC=1C=C(OCC2=NC3=CC=CC=C3C=C2)C=CC1 (2-((3-chloromethylphenoxy)methyl)quinoline), [OH-].[Na+] (sodium hydroxide). The reactants are BrCC1=CC(=NC=C1C(=O)OC)Cl (methyl 4-(bromomethyl)-6-chloronicotinate), Cl.N[C@H](CN1C(C2=CC=CC=C2C1=O)=O)CC1CCCCC1 (2-[(2S)-2-amino-3-cyclohexylpropyl]-1H-isoindole-1,3(2H)-dione hydrochloride), C(C)(C)N(C(C)C)CC (N,N-diisopropylethylamine), C(CCC)O (1-butanol). Reaction conditions: temperature 140 celsius, time 2 hour. Yields the product ClC1=CC2=C(C=N1)C(N(C2)[C@H](CN2C(C1=CC=CC=C1C2=O)=O)CC2CCCCC2)=O (2-[(2S)-2-(6-chloro-3-oxo-1,3-dihydro-2H-pyrrolo[3,4-c]pyridin-2-yl)-3-cyclohexylpropyl]-1H-isoindole-1,3(2H)-dione). The yield is 55.1%. As a reaction SMILES: Br[CH2:2][C:3]1[C:8]([C:9]([O:11]C)=O)=[CH:7][N:6]=[C:5]([Cl:13])[CH:4]=1.Cl.[NH2:15][C@@H:16]([CH2:29][CH:30]1[CH2:35][CH2:34][CH2:33][CH2:32][CH2:31]1)[CH2:17][N:18]1[C:26](=[O:27])[C:25]2[C:20](=[CH:21][CH:22]=[CH:23][CH:24]=2)[C:19]1=[O:28].C(N(CC)C(C)C)(C)C.C(O)CCC>>[Cl:13][C:5]1[N:6]=[CH:7][C:8]2[C:9](=[O:11])[N:15]([C@@H:16]([CH2:29][CH:30]3[CH2:35][CH2:34][CH2:33][CH2:32][CH2:31]3)[CH2:17][N:18]3[C:19](=[O:28])[C:20]4[C:25](=[CH:24][CH:23]=[CH:22][CH:21]=4)[C:26]3=[O:27])[CH2:2][C:3]=2[CH:4]=1 |f:1.2|. Procedure details: A mixture of methyl 4-(bromomethyl)-6-chloronicotinate (200.0 mg, 0.7561 mmol) (prepared according to Example 119, Steps A, B and C), 2-[(2S)-2-amino-3-cyclohexylpropyl]-1H-isoindole-1,3(2H)-dione hydrochloride (244 mg, 0.754 mmol) (prepared from Example 79, Step A) and N,N-diisopropylethylamine (0.526 mL, 3.02 mmol) in 1-butanol (5.0 mL, 55 mmol) was stirred at 140° C. for 2 h under microwave irradiation. Direct purification on prep.HPLC afforded 182 mg (55.1% yield) of the desired product. LC-... Starting materials: Oc1cc(F)c(F)cc1Br, CN(C)C=O, CCOC(C)=O, Fc1ccccn1, [K+], [K+], O=C([O-])[O-]. The product is Fc1cc(Br)c(Oc2ccccn2)cc1F. Reaction SMILES: [Br:1][c:2]1[c:3]([OH:10])[cH:4][c:5]([F:9])[c:6]([F:8])[cH:7]1.[CH3:24][N:25]([CH3:26])[CH:27]=[O:28].[CH3:29][CH2:30][O:31][C:32](=[O:33])[CH3:34].[F:17][c:18]1[n:19][cH:20][cH:21][cH:22][cH:23]1.[K+:11].[K+:12].[O-:13][C:14]([O-:15])=[O:16]>>[Br:1][c:2]1[c:3]([O:10][c:18]2[n:19][cH:20][cH:21][cH:22][cH:23]2)[cH:4][c:5]([F:9])[c:6]([F:8])[cH:7]1. Reactants: BrC1=CC=C(C=N1)CNCCCC (N-(6-Bromopyridin-3-ylmethyl)-N-butylamine), [N-]=C=O.COC([C@@H](N)[C@@H](C)CC)=O ((S)-isoleucine methyl ester isocyanate). The solvent is C(C)(=O)OCC (ethyl acetate), C(C)(=O)OCC (ethyl acetate). Conditions: time 30 minute. Yields the product BrC1=CC=C(C=N1)CN(C(=O)N[C@@H](C(CC)C)C(=O)OC)CCCC ((S)-N-(6-Bromopyridin-3-ylmethyl)-N-butyl-N'-(1-methoxycarbonyl-2-methylbutyl)urea). RXN SMILES: [Br:1][C:2]1[N:7]=[CH:6][C:5]([CH2:8][NH:9][CH2:10][CH2:11][CH2:12][CH3:13])=[CH:4][CH:3]=1.[N-:14]=[C:15]=[O:16].[CH3:17][O:18][C:19](=[O:26])[C@H:20]([C@H:22]([CH2:24][CH3:25])[CH3:23])N>C(OCC)(=O)C>[Br:1][C:2]1[N:7]=[CH:6][C:5]([CH2:8][N:9]([CH2:10][CH2:11][CH2:12][CH3:13])[C:15]([NH:14][C@H:20]([C:19]([O:18][CH3:17])=[O:26])[CH:22]([CH3:23])[CH2:24][CH3:25])=[O:16])=[CH:4][CH:3]=1 |f:1.2|. Procedure details: A solution of 0.73 g (3 mmol) of the compound from Example VI in 5 ml of ethyl acetate is added at 0° C. to a solution of 0.93 g (2.16 mmol) of (S)-isoleucine methyl ester isocyanate (prepared by reacting (S)-isoleucine methyl ester hydrochloride with trichloromethyl chloroformate in toluene at 120° C.) in 10 ml of ethyl acetate, and the mixture is stirred at this temperature for 30 min. Subsequently, the reaction mixture is washed successively with dilute hydrochloric acid, water and saturated ... Starting materials: FC1=CC=2C(N3C(N(C2C=C1)C)=CC(=N3)C(=O)N)=O (7-fluoro-4,9-dihydro-4-methyl-9-oxo-pyrazolo[5,1-b]quinazoline-2-carboxamide), S(=O)(Cl)Cl (thionyl chloride). Solvent: CN(C=O)C (dimethylformamide). Reaction conditions: temperature 65 celsius. Yields the product FC1=CC=2C(N3C(N(C2C=C1)C)=CC(=N3)C#N)=O (7-Fluoro-4,9-dihydro-4-methyl-9-oxo-pyrazolo[5,1-b]-quinazoline-2-carbonitrile). As a reaction SMILES: [F:1][C:2]1[CH:11]=[CH:10][C:9]2[N:8]([CH3:12])[C:7]3=[CH:13][C:14]([C:16]([NH2:18])=O)=[N:15][N:6]3[C:5](=[O:19])[C:4]=2[CH:3]=1.S(Cl)(Cl)=O>CN(C)C=O>[F:1][C:2]1[CH:11]=[CH:10][C:9]2[N:8]([CH3:12])[C:7]3=[CH:13][C:14]([C:16]#[N:18])=[N:15][N:6]3[C:5](=[O:19])[C:4]=2[CH:3]=1. Procedure: A mixture of 9.2 g of 7-fluoro-4,9-dihydro-4-methyl-9-oxo-pyrazolo[5,1-b]quinazoline-2-carboxamide, 25 ml of thionyl chloride and 175 ml of dimethylformamide is stirred and heated at 65° C. for 20 hours, then evaporated at reduced pressure. The residue is stirred with 1 liter of ice water and the resulting solid 7-fluoro-4,9-dihydro-4-methyl-9-oxo-pyrazolo[5,1-b]-quinazoline-2-carbonitrile is collected by filtration, washed with water and dried; mp 331°-340° C., after crystallization from dimeth... Reactants: CC1=NC2=C(C=CC=C2C(=C1C)O)C(F)(F)F (2,3-dimethyl-8-(trifluoromethyl)-quinolin-4-ol), O=P(Cl)(Cl)Cl (POCl3). Product: ClC1=C(C(=NC2=C(C=CC=C12)C(F)(F)F)C)C (4-chloro-2,3-dimethyl-8-(trifluoromethyl)quinoline). As a reaction SMILES: [CH3:1][C:2]1[C:11]([CH3:12])=[C:10](O)[C:9]2[C:4](=[C:5]([C:14]([F:17])([F:16])[F:15])[CH:6]=[CH:7][CH:8]=2)[N:3]=1.O=P(Cl)(Cl)[Cl:20]>>[Cl:20][C:10]1[C:9]2[C:4](=[C:5]([C:14]([F:17])([F:16])[F:15])[CH:6]=[CH:7][CH:8]=2)[N:3]=[C:2]([CH3:1])[C:11]=1[CH3:12]. Procedure: Prepared according to procedure S using 2,3-dimethyl-8-(trifluoromethyl)-quinolin-4-ol (1.25 g, 5.18 mmol) in POCl3 (7 mL). The resulting precipitate was collected by filtration to give 4-chloro-2,3-dimethyl-8-(trifluoromethyl)quinoline. Mass Spectrum (ESI) m/e=260 (M+1).